This data is from the Open Reaction Database (ORD), a public repository of structured organic reaction records. The task is: describe an organic reaction: reactants, conditions, products, and yield Starting materials: COC([C@H](CCOCC1=CC=CC=C1)N1CCN(CCC1=O)C1=CC(=CC=C1)C(F)(F)F)=O ((S)-4-benzyloxy-2-[7-oxo-4-(3-trifluoromethyl-phenyl)-[1,4]diazepan-1-yl]-butyric acid methyl ester), [Li+].[BH4-] (LiBH4). Product: C(C1=CC=CC=C1)OCC[C@@H](CO)N1CCN(CCC1=O)C1=CC(=CC=C1)C(F)(F)F (4-((S)-3-Benzyloxy-1-hydroxymethyl-propyl)-1-(3-trifluoromethyl-phenyl)-[1,4]diazepan-5-one). The yield is 94.0%. Reaction SMILES: C[O:2][C:3](=O)[C@@H:4]([N:15]1[C:21](=[O:22])[CH2:20][CH2:19][N:18]([C:23]2[CH:28]=[CH:27][CH:26]=[C:25]([C:29]([F:32])([F:31])[F:30])[CH:24]=2)[CH2:17][CH2:16]1)[CH2:5][CH2:6][O:7][CH2:8][C:9]1[CH:14]=[CH:13][CH:12]=[CH:11][CH:10]=1.[Li+].[BH4-]>>[CH2:8]([O:7][CH2:6][CH2:5][C@H:4]([N:15]1[C:21](=[O:22])[CH2:20][CH2:19][N:18]([C:23]2[CH:28]=[CH:27][CH:26]=[C:25]([C:29]([F:31])([F:32])[F:30])[CH:24]=2)[CH2:17][CH2:16]1)[CH2:3][OH:2])[C:9]1[CH:14]=[CH:13][CH:12]=[CH:11][CH:10]=1 |f:1.2|. Procedure: In analogy to the procedure described in example 2, (S)-4-benzyloxy-2-[7-oxo-4-(3-trifluoromethyl-phenyl)-[1,4]diazepan-1-yl]-butyric acid methyl ester (example 5B) and LiBH4 gave the title compound in 94% yield as light yellow oil. MS: 437.2 (MH+).